Dataset: the Open Reaction Database (ORD), a public repository of structured organic reaction records. Task: describe an organic reaction: reactants, conditions, products, and yield Starting materials: OCC1(CC1)NC(OC(C)(C)C)=O (tert-butyl 1-(hydroxymethyl)cyclopropylcarbamate), CC1=CC=C(C=C1)S(=O)(=O)Cl (4-methylbenzene-1-sulfonyl chloride). The reagents and catalysts are CN(C)C=1C=CN=CC1 (DMAP). Solvent: C(Cl)Cl (DCM). Conditions: time 2 hour. Yields the product CC1=CC=C(C=C1)S(=O)(=O)OCC1(CC1)NC(=O)OC(C)(C)C ({1-[(tert-butoxycarbonyl)amino]cyclopropyl}methyl 4-methylbenzenesulfonate). RXN SMILES: [OH:1][CH2:2][C:3]1([NH:6][C:7](=[O:13])[O:8][C:9]([CH3:12])([CH3:11])[CH3:10])[CH2:5][CH2:4]1.[CH3:14][C:15]1[CH:20]=[CH:19][C:18]([S:21](Cl)(=[O:23])=[O:22])=[CH:17][CH:16]=1>C(Cl)Cl.CN(C1C=CN=CC=1)C>[CH3:14][C:15]1[CH:20]=[CH:19][C:18]([S:21]([O:1][CH2:2][C:3]2([NH:6][C:7]([O:8][C:9]([CH3:10])([CH3:12])[CH3:11])=[O:13])[CH2:4][CH2:5]2)(=[O:23])=[O:22])=[CH:17][CH:16]=1. Procedure details: To a solution of tert-butyl 1-(hydroxymethyl)cyclopropylcarbamate (290 g, 1.55 mol) in DCM (2900 mL) was added DMAP (227 g, 1.86 mol) followed by 4-methylbenzene-1-sulfonyl chloride (323 g, 1.69 mol) in several batches at 10° C. After 2 hours, the reaction mixture was washed with water (2×1000 mL), dried over sodium sulfate, and concentrated under reduced pressure to afford {1-[(tert-butoxycarbonyl)amino]cyclopropyl}methyl 4-methylbenzenesulfonate. The material was used without further purificat... The reactants are O1C=CC2=C1C=CC=C2 (benzofuran), C(CCC)[Li] (n-butyllithium), CON(C(=O)C(CCC1=CC=CC=C1)NC(=O)C(CC(C)C)NC(OCC1=CC=CC=C1)=O)C (benzyl 1-[1-(N-methoxy-N-methylcarbamoyl)-3-phenylpropylcarbamoyl]-3-methylbutylcarbamate). Run in CCOCC (ether), C(C)OCC (diethyl ether). Reaction conditions: temperature -15 celsius, time 1 hour. Product: O1C(=CC2=C1C=CC=C2)C(=O)C(CCC2=CC=CC=C2)NC(=O)C(CC(C)C)NC(OCC2=CC=CC=C2)=O (benzyl 1-[1-(benzofur-2-ylcarbonyl)-3-phenylpropylcarbamoyl]-3-methylbutylcarbamate). Yield: 20.3%. As a reaction SMILES: [O:1]1[C:5]2[CH:6]=[CH:7][CH:8]=[CH:9][C:4]=2[CH:3]=[CH:2]1.C([Li])CCC.CON(C)[C:18]([CH:20]([NH:29][C:30]([CH:32]([NH:37][C:38](=[O:47])[O:39][CH2:40][C:41]1[CH:46]=[CH:45][CH:44]=[CH:43][CH:42]=1)[CH2:33][CH:34]([CH3:36])[CH3:35])=[O:31])[CH2:21][CH2:22][C:23]1[CH:28]=[CH:27][CH:26]=[CH:25][CH:24]=1)=[O:19]>CCOCC>[O:1]1[C:5]2[CH:6]=[CH:7][CH:8]=[CH:9][C:4]=2[CH:3]=[C:2]1[C:18]([CH:20]([NH:29][C:30]([CH:32]([NH:37][C:38](=[O:47])[O:39][CH2:40][C:41]1[CH:42]=[CH:43][CH:44]=[CH:45][CH:46]=1)[CH2:33][CH:34]([CH3:36])[CH3:35])=[O:31])[CH2:21][CH2:22][C:23]1[CH:28]=[CH:27][CH:26]=[CH:25][CH:24]=1)=[O:19]. Reported procedure: A solution comprised of benzofuran (0.302 g, 2.56 mmol) in anhydrous ether (5 mL) was cooled to −15° C. under a nitrogen atmosphere and then a solution of n-butyllithium (1.6 mL in hexanes) was added dropwise over 2 minutes. The mixture was stirred for 1 hour and then a solution comprised of benzyl 1-[1-(N-methoxy-N-methylcarbamoyl)-3-phenylpropylcarbamoyl]-3-methylbutylcarbamate (0.3 g, 0.64 mmol) in diethyl ether was added. The mixture was stirred at −15° C. until the reaction was complete. Th... Reactants: [H][H] (hydrogen), OC12CC3C(C(CC(C1)C3)C2)=O (5-Hydroxy-adamantan-2-one), CO (methanol), N (ammonia). The reagents and catalysts are [Pd] (Pd/C). Product: NC1C2CC3(CC(CC1C3)C2)O (4-amino-adamantan-1-ol). As a reaction SMILES: [OH:1][C:2]12[CH2:11][CH:6]3[CH2:7][CH:8]([CH2:10][CH:4]([C:5]3=O)[CH2:3]1)[CH2:9]2.[NH3:13].CO.[H][H]>[Pd]>[NH2:13][CH:5]1[CH:6]2[CH2:11][C:2]3([OH:1])[CH2:9][CH:8]([CH2:10][CH:4]1[CH2:3]3)[CH2:7]2. Procedure details: 5-Hydroxy-adamantan-2-one (15 g, 90.24 mmol, International Specialty) and Pd/C (1.498 g, Degussa 19985880, 5%, 50% water) were added to a Parr reactor, followed by ammonia in methanol solution (7N, 300.4 ml, 2.1 mol). The reactor was pressurized with hydrogen at 200-250 psi for 18 h. The mixture was then filtered over a pad of celite and concentrated in vacuo to give 4-amino-adamantan-1-ol (15.15 g, 4/1=trans/cis by NMR-D2O) as a white solid. This material is used directly without further purifi...